Dataset: the Open Reaction Database (ORD), a public repository of structured organic reaction records. Task: describe an organic reaction: reactants, conditions, products, and yield The reactants are NC=1C=C2C=3CC(CCC3NC2=CC1)N(C)C (6-amino-3-(dimethyl)amino-1,2,3,4-tetrahydro-9H-carbazole), N1=CC=C(C=C1)C(=O)O (4-pyridinecarboxylic acid). The product is N1=CC=C(C=C1)C(=O)NC=1C=C2C=3CC(CCC3NC2=CC1)N(C)C (6-(4-pyridinecarbonyl)amino-3-(dimethyl)amino-1,2,3,4-tetrahydro-9H-carbazole). Yield: 37.4%. As a reaction SMILES: [NH2:1][C:2]1[CH:3]=[C:4]2[C:12](=[CH:13][CH:14]=1)[NH:11][C:10]1[CH2:9][CH2:8][CH:7]([N:15]([CH3:17])[CH3:16])[CH2:6][C:5]2=1.[N:18]1[CH:23]=[CH:22][C:21]([C:24](O)=[O:25])=[CH:20][CH:19]=1>>[N:18]1[CH:23]=[CH:22][C:21]([C:24]([NH:1][C:2]2[CH:3]=[C:4]3[C:12](=[CH:13][CH:14]=2)[NH:11][C:10]2[CH2:9][CH2:8][CH:7]([N:15]([CH3:17])[CH3:16])[CH2:6][C:5]3=2)=[O:25])=[CH:20][CH:19]=1. Procedure: Beginning with 9.2 mg (0.040 mMol) 6-amino-3-(dimethyl)amino-1,2,3,4-tetrahydro-9H-carbazole and 12.5 mg (0.101 mMol) 4-pyridinecarboxylic acid, 5.0 mg (37%) of the title compound were recovered as a beige solid. Starting materials: solution, C([C@@H]1[C@H]([C@@H]([C@H]([C@H](O1)O[C@]2([C@H]([C@@H]([C@H](O2)CO)O)O)CO)O)O)O)O (sucrose), C(C(CO)(CO)N)O.Cl (Tris-HCl). Run in P(=O)([O-])([O-])[O-] (phosphate). Run at time 10 minute. The product is O=C[C@H](O)[C@@H](O)[C@H](O)[C@H](O)CO (glucose). Reaction SMILES: [CH2:1]([OH:23])[C@H:2]1[O:7][C@H:6]([O:8][C@]2(CO)O[C@H](CO)[C@@H](O)[C@@H]2O)[C@H:5]([OH:20])[C@@H:4]([OH:21])[C@@H:3]1[OH:22].C(O)C(N)(CO)CO.Cl>P([O-])([O-])([O-])=O>[O:8]=[CH:6][C@@H:5]([C@H:4]([C@@H:3]([C@@H:2]([CH2:1][OH:23])[OH:7])[OH:22])[OH:21])[OH:20] |f:1.2|. Procedure: Each of the proteolytic enzyme-treated azuki bean prepared in Example 2 and an enzyme-treated defatted soybean prepared using the same method as Example 2 was dissolved in 0.25 M phosphate buffer (pH 6.8) used as assay buffer to a concentration of 16.7 mg/mL to give a sample. Measurement of α-glucosidase activity was carried out in the manner described below. Specifically, 60 μL of the sample was added to wells of a 96-well plate while 60 μL of assay buffer was added to wells for control. Subseq... The reactants are C(C1=CC=CC=C1)Cl (benzyl chloride), [Mg] (magnesium), CCOCC (ether), ClC=1C=C(C=CC1Cl)C1(CCC1)C#N (1-(3,4-dichlorophenyl)cyclobutanecarbonitrile), C(C1=CC=CC=C1)[Mg]Cl (benzylmagnesium chloride). Run in C1(=CC=CC=C1)C (toluene). Reaction conditions: time 19 hour. Yields the product C(C)=O (ethanone), C1(=CC=CC=C1)CC=O (2-phenylethanone). As a reaction SMILES: Cl[C:2]1[CH:3]=[C:4]([C:9]2([C:13]#N)CCC2)[CH:5]=[CH:6][C:7]=1Cl.C([Mg]Cl)C1C=CC=CC=1.C(Cl)C1C=CC=CC=1.[Mg].[CH3:33][CH2:34][O:35]CC>C1(C)C=CC=CC=1>[CH:34](=[O:35])[CH3:33].[C:4]1([CH2:9][CH:13]=[O:35])[CH:5]=[CH:6][CH:7]=[CH:2][CH:3]=1. Procedure: A solution of 1-(3,4-dichlorophenyl)cyclobutanecarbonitrile (6.56 g) in toluene (100 ml) was added dropwise under nitrogen to a stirred solution of benzylmagnesium chloride [prepared in the usual manner from benzyl chloride (5 ml) and magnesium (1.08 g)] in ether (100 ml). When the addition was complete, ether was distilled from the mixture until the internal temperature rose to 95° C., then the mixture was stirred at this temperature for 19 h, cooled to ambient temperature, and quenched by the ... Reactants: O (water), OC1=C(C=O)C=C(C=C1)N1N=NN=C1 (2-hydroxy-5tetrazol-1-yl-benzaldehyde), C([O-])([O-])=O.[K+].[K+] (potassium carbonate), C1(CCCC1)Br (cyclopentyl bromide). Run in CN(C=O)C (dimethylformamide). Yields the product C1(CCCC1)OC1=C(C=O)C=C(C=C1)N1N=NN=C1 (2-Cyclopentoxy-5-tetrazol-1-ylbenzaldehyde). As a reaction SMILES: [OH:1][C:2]1[CH:9]=[CH:8][C:7]([N:10]2[CH:14]=[N:13][N:12]=[N:11]2)=[CH:6][C:3]=1[CH:4]=[O:5].C(=O)([O-])[O-].[K+].[K+].[CH:21]1(Br)[CH2:25][CH2:24][CH2:23][CH2:22]1.O>CN(C)C=O>[CH:21]1([O:1][C:2]2[CH:9]=[CH:8][C:7]([N:10]3[CH:14]=[N:13][N:12]=[N:11]3)=[CH:6][C:3]=2[CH:4]=[O:5])[CH2:25][CH2:24][CH2:23][CH2:22]1 |f:1.2.3|. Reported procedure: A mixture of 2-hydroxy-5tetrazol-1-yl-benzaldehyde (500 mg) and potassium carbonate (431 mg) in dimethylformamide (5 ml) at 20° was treated with cyclopentyl bromide (0.33 ml). After 24 h water (20 ml) was added and the mixture extracted with ethyl acetate (2×25 ml). The organics were washed with water (25 ml) and brine (25 ml) and dried (Na2SO4). Evaporation gave a yellow solid which was purified by FCC (ethyl acetate/cyclohexane (2:1)) to give the title compound, as a yellow solid (334 mg). Reactants: CC(C)=CC(=O)O, Cl, Cl, Cl, NC1CCC(CCN2CCN(c3nccc4c3OCC4)CC2)CC1. Yields the product CC(C)=CC(=O)NC1CCC(CCN2CCN(c3nccc4c3OCC4)CC2)CC1. Reaction SMILES: [CH3:28][C:29](=[CH:30][C:31](=[O:32])[OH:33])[CH3:34].[ClH:1].[ClH:2].[ClH:3].[O:4]1[CH2:5][CH2:6][c:7]2[c:8]1[c:9]([N:13]1[CH2:14][CH2:15][N:16]([CH2:19][CH2:20][CH:21]3[CH2:22][CH2:23][CH:24]([NH2:27])[CH2:25][CH2:26]3)[CH2:17][CH2:18]1)[n:10][cH:11][cH:12]2>>[O:4]1[CH2:5][CH2:6][c:7]2[c:8]1[c:9]([N:13]1[CH2:14][CH2:15][N:16]([CH2:19][CH2:20][CH:21]3[CH2:22][CH2:23][CH:24]([NH:27][C:31]([CH:30]=[C:29]([CH3:28])[CH3:34])=[O:32])[CH2:25][CH2:26]3)[CH2:17][CH2:18]1)[n:10][cH:11][cH:12]2. The reactants are CN(C)C=O, Fc1ccc(CCl)nc1, Nc1ccc(-c2cc(Cc3ccc(O)cc3)no2)cn1, [Na+], C1CCOC1, [OH-]. RXN SMILES: [CH3:37][N:38]([CH3:39])[CH:40]=[O:41].[Cl:28][CH2:29][c:30]1[n:31][cH:32][c:33]([F:36])[cH:34][cH:35]1.[NH2:1][c:2]1[cH:3][cH:4][c:5](-[c:8]2[cH:9][c:10]([CH2:13][c:14]3[cH:15][cH:16][c:17]([OH:20])[cH:18][cH:19]3)[n:11][o:12]2)[cH:6][n:7]1.[Na+:27].[O:21]1[CH2:22][CH2:23][CH2:24][CH2:25]1.[OH-:26]>>[NH2:1][c:2]1[cH:3][cH:4][c:5](-[c:8]2[cH:9][c:10]([CH2:13][c:14]3[cH:15][cH:16][c:17]([O:20][CH2:29][c:30]4[n:31][cH:32][c:33]([F:36])[cH:34][cH:35]4)[cH:18][cH:19]3)[n:11][o:12]2)[cH:6][n:7]1. Yields the product Nc1ccc(-c2cc(Cc3ccc(OCc4ccc(F)cn4)cc3)no2)cn1.